describe an organic reaction: reactants, conditions, products, and yield From a dataset of the Open Reaction Database (ORD), a public repository of structured organic reaction records. The reactants are C1CCOC1, COC(=O)COc1ccc(N(C)Cc2cnc(-c3ccc(C(F)(F)F)cc3)cn2)cc1C, CCO, [Li+], [OH-]. Yields the product Cc1cc(N(C)Cc2cnc(-c3ccc(C(F)(F)F)cc3)cn2)ccc1OCC(=O)O. As a reaction SMILES: [CH2:35]1[O:36][CH2:37][CH2:38][CH2:39]1.[CH3:1][O:2][C:3]([CH2:4][O:5][c:6]1[c:7]([CH3:31])[cH:8][c:9]([N:12]([CH2:13][c:14]2[n:15][cH:16][c:17](-[c:20]3[cH:21][cH:22][c:23]([C:26]([F:27])([F:28])[F:29])[cH:24][cH:25]3)[n:18][cH:19]2)[CH3:30])[cH:10][cH:11]1)=[O:32].[CH3:40][CH2:41][OH:42].[Li+:34].[OH-:33]>>[O:2]=[C:3]([CH2:4][O:5][c:6]1[c:7]([CH3:31])[cH:8][c:9]([N:12]([CH2:13][c:14]2[n:15][cH:16][c:17](-[c:20]3[cH:21][cH:22][c:23]([C:26]([F:27])([F:28])[F:29])[cH:24][cH:25]3)[n:18][cH:19]2)[CH3:30])[cH:10][cH:11]1)[OH:32]. Reactants: Nc1nc(-c2ccco2)c2nnn(Cc3cccc(CBr)n3)c2n1, N#C[Na], CN(C)C=O, O. The product is N#CCc1cccc(Cn2nnc3c(-c4ccco4)nc(N)nc32)n1. RXN SMILES: [Br:1][CH2:2][c:3]1[cH:4][cH:5][cH:6][c:7]([CH2:9][n:10]2[n:11][n:12][c:13]3[c:14]2[n:15][c:16]([NH2:24])[n:17][c:18]3-[c:19]2[o:20][cH:21][cH:22][cH:23]2)[n:8]1.[Na:25][C:26]#[N:27].[O:29]=[CH:30][N:31]([CH3:32])[CH3:33].[OH2:28]>>[CH2:2]([c:3]1[cH:4][cH:5][cH:6][c:7]([CH2:9][n:10]2[n:11][n:12][c:13]3[c:14]2[n:15][c:16]([NH2:24])[n:17][c:18]3-[c:19]2[o:20][cH:21][cH:22][cH:23]2)[n:8]1)[C:26]#[N:27]. Starting materials: ClCCl, Cc1cccc(CC(OS(=O)(=O)C(F)(F)F)C(=O)OCc2ccccc2)c1, COC(=O)c1cccc(N)c1. Yields the product COC(=O)c1cccc(NC(Cc2cccc(C)c2)C(=O)OCc2ccccc2)c1. As a reaction SMILES: [Cl:39][CH2:40][Cl:41].[F:1][C:2]([F:3])([F:4])[S:5]([O:6][CH:7]([C:8](=[O:9])[O:10][CH2:11][c:12]1[cH:13][cH:14][cH:15][cH:16][cH:17]1)[CH2:18][c:19]1[cH:20][c:21]([CH3:25])[cH:22][cH:23][cH:24]1)(=[O:26])=[O:27].[NH2:28][c:29]1[cH:30][c:31]([C:32](=[O:33])[O:34][CH3:35])[cH:36][cH:37][cH:38]1>>[CH:7]([C:8](=[O:9])[O:10][CH2:11][c:12]1[cH:13][cH:14][cH:15][cH:16][cH:17]1)([CH2:18][c:19]1[cH:20][c:21]([CH3:25])[cH:22][cH:23][cH:24]1)[NH:28][c:29]1[cH:30][c:31]([C:32](=[O:33])[O:34][CH3:35])[cH:36][cH:37][cH:38]1. Starting materials: ClC=1C=CC(=C2C(=C(C(=NC12)C)CC1=CC=C(C=C1)Cl)C)OCC#N ([8-chloro-3-(4-chlorobenzyl)-2,4-dimethylquinolin-5-yloxy]acetonitrile), [N-]=[N+]=[N-].[Na+] (sodium azide), [Cl-].[NH4+] (ammonium chloride), CN(C=O)C (N,N-dimethylformamide). Run in C(C)(=O)OCC (ethyl acetate), [Cl-].[Na+] (sodium chloride). Reaction conditions: temperature 100 celsius. Product: ClC=1C=CC(=C2C(=C(C(=NC12)C)CC1=CC=C(C=C1)Cl)C)OCC1=NN=NN1 (8-chloro-3-(4-chlorobenzyl)-2,4-dimethyl-5-(1H-tetrazol-5-ylmethoxy)quinoline). As a reaction SMILES: [Cl:1][C:2]1[CH:3]=[CH:4][C:5]([O:22][CH2:23][C:24]#[N:25])=[C:6]2[C:11]=1[N:10]=[C:9]([CH3:12])[C:8]([CH2:13][C:14]1[CH:19]=[CH:18][C:17]([Cl:20])=[CH:16][CH:15]=1)=[C:7]2[CH3:21].[N-:26]=[N+:27]=[N-:28].[Na+].[Cl-].[NH4+].CN(C)C=O>C(OCC)(=O)C.[Cl-].[Na+]>[Cl:1][C:2]1[CH:3]=[CH:4][C:5]([O:22][CH2:23][C:24]2[NH:28][N:27]=[N:26][N:25]=2)=[C:6]2[C:11]=1[N:10]=[C:9]([CH3:12])[C:8]([CH2:13][C:14]1[CH:19]=[CH:18][C:17]([Cl:20])=[CH:16][CH:15]=1)=[C:7]2[CH3:21] |f:1.2,3.4,7.8|. Procedure details: A mixture of [8-chloro-3-(4-chlorobenzyl)-2,4-dimethylquinolin-5-yloxy]acetonitrile (0.10 g), sodium azide (0.026 g), ammonium chloride (0.022 g) and N,N-dimethylformamide (1.5 mL) was heated by microwave irradiation at 100° C. for 45 minutes. The mixture was diluted with ethyl acetate (20 mL) and saturated aqueous sodium chloride solution (20 mL). The resulting precipitate was collected by filtration, washed with water and ethyl acetate and dried to afford title compound as a white solid, 0.14 ... Starting materials: CN1CCCC1=O, Fc1cnccc1Cl, Cl, Nc1csc2cc(F)ccc12, O. Product: Fc1ccc2c(Nc3ccncc3F)csc2c1. RXN SMILES: [CH3:22][N:23]1[CH2:24][CH2:25][CH2:26][C:27]1=[O:28].[Cl:13][c:14]1[c:15]([F:20])[cH:16][n:17][cH:18][cH:19]1.[ClH:12].[NH2:1][c:2]1[c:3]2[c:4]([s:5][cH:6]1)[cH:7][c:8]([F:11])[cH:9][cH:10]2.[OH2:21]>>[NH:1]([c:2]1[c:3]2[c:4]([s:5][cH:6]1)[cH:7][c:8]([F:11])[cH:9][cH:10]2)[c:14]1[c:15]([F:20])[cH:16][n:17][cH:18][cH:19]1. Starting materials: Cl.C(C)OC(=O)C1C[NH2+]CCC1 (3-(ethoxycarbonyl)piperidinium hydrochloride), BrCCCl (1-bromo-2-chloroethane), C([O-])([O-])=O.[K+].[K+] (potassium carbonate). The solvent is CC(=O)C (acetone). Reaction conditions: time 24 hour. The product is ClCCN1CC(CCC1)C(=O)OCC (ethyl 1-(2-chloroethyl)piperidine-3-carboxylate). RXN SMILES: Cl.[CH2:2]([O:4][C:5]([CH:7]1[CH2:12][CH2:11][CH2:10][NH2+:9][CH2:8]1)=[O:6])[CH3:3].Br[CH2:14][CH2:15][Cl:16].C(=O)([O-])[O-].[K+].[K+]>CC(C)=O>[Cl:16][CH2:15][CH2:14][N:9]1[CH2:10][CH2:11][CH2:12][CH:7]([C:5]([O:4][CH2:2][CH3:3])=[O:6])[CH2:8]1 |f:0.1,3.4.5|. Procedure details: A solution of 3-(ethoxycarbonyl)piperidinium hydrochloride (10 g, 65 mmol) in acetone was treated with 1-bromo-2-chloroethane (14.7 g, 0.1 mol) and anhydrous potassium carbonate (13.8 g, 0.1 mol) and the mixture stirred at room temperature for 24 h, the mixture was concentrated and the reside was treated with water and extracted with ether. The extracts were combined and concentrated and the crude was purified by chromatography (silica gel, ethyl acetate:petroleum ether 1:5) to give ethyl 1-(2-c... Reactants: OBO, CC#N, [Cs+], [F-], Fc1ccccc1, COc1ccc2c(C(=O)c3ccc(OCCN4CCCCCC4)cc3)c(OS(=O)(=O)C(F)(F)F)ccc2c1. Yields the product COc1ccc2c(C(=O)c3ccc(OCCN4CCCCCC4)cc3)c(-c3ccccc3F)ccc2c1. Reaction SMILES: [BH:39]([OH:40])[OH:41].[CH3:51][C:52]#[N:53].[Cs+:50].[F-:49].[F:42][c:43]1[cH:44][cH:45][cH:46][cH:47][cH:48]1.[N:1]1([CH2:8][CH2:9][O:10][c:11]2[cH:12][cH:13][c:14]([C:15](=[O:16])[c:17]3[c:18]([O:29][S:30]([C:31]([F:32])([F:33])[F:34])(=[O:35])=[O:36])[cH:19][cH:20][c:21]4[cH:22][c:23]([O:27][CH3:28])[cH:24][cH:25][c:26]34)[cH:37][cH:38]2)[CH2:2][CH2:3][CH2:4][CH2:5][CH2:6][CH2:7]1>>[N:1]1([CH2:8][CH2:9][O:10][c:11]2[cH:12][cH:13][c:14]([C:15](=[O:16])[c:17]3[c:18](-[c:44]4[c:43]([F:42])[cH:48][cH:47][cH:46][cH:45]4)[cH:19][cH:20][c:21]4[cH:22][c:23]([O:27][CH3:28])[cH:24][cH:25][c:26]34)[cH:37][cH:38]2)[CH2:2][CH2:3][CH2:4][CH2:5][CH2:6][CH2:7]1. Starting materials: solution, Cl (hydrogen chloride), C(C)(C)(C)OC(=O)N1[C@H](CN(CC1)C1=CC(=C(C=C1)OC)OC1CCCC1)CN1CCCC1 ((S)-4-(3-Cyclopentyloxy-4-methoxy-phenyl)-2-pyrrolidin-1-ylmethyl-piperazine-1-carboxylic acid tert-butyl ester). Run in O1CCOCC1 (1,4-dioxane), O1CCOCC1 (1,4-dioxane). Conditions: time 3 hour. The product is Cl.Cl.C1(CCCC1)OC=1C=C(C=CC1OC)N1C[C@@H](NCC1)CN1CCCC1 ((S)-1-(3-(cyclopentyloxy)-4-methoxyphenyl)-3-(pyrrolidin-1-ylmethyl)piperazine, dihydrochloride). RXN SMILES: C(OC([N:8]1[CH2:13][CH2:12][N:11]([C:14]2[CH:19]=[CH:18][C:17]([O:20][CH3:21])=[C:16]([O:22][CH:23]3[CH2:27][CH2:26][CH2:25][CH2:24]3)[CH:15]=2)[CH2:10][C@@H:9]1[CH2:28][N:29]1[CH2:33][CH2:32][CH2:31][CH2:30]1)=O)(C)(C)C.[ClH:34]>O1CCOCC1>[ClH:34].[ClH:34].[CH:23]1([O:22][C:16]2[CH:15]=[C:14]([N:11]3[CH2:12][CH2:13][NH:8][C@@H:9]([CH2:28][N:29]4[CH2:30][CH2:31][CH2:32][CH2:33]4)[CH2:10]3)[CH:19]=[CH:18][C:17]=2[O:20][CH3:21])[CH2:27][CH2:26][CH2:25][CH2:24]1 |f:3.4.5|. Reported procedure: The intermediate (S)-4-(3-Cyclopentyloxy-4-methoxy-phenyl)-2-pyrrolidin-1-ylmethyl-piperazine-1-carboxylic acid tert-butyl ester (300 mg, 0.65 mmol) was then dissolved in 1,4-dioxane (2 mL) and treated with a 4 N solution of hydrogen chloride in 1,4-dioxane (4 mL) and stirred for 3 h. The reaction was then evaporated to afford the title compound as a colorless solid. (280 mg, 99%). LC/MS (Method B) 1.05 min, [M+1]+ 360. The reactants are CCC(C(=O)[O-])N1CCc2ccccc2C1, NNC(=O)CN1CCc2ccccc2C1, C[Al](C)C, COC(=O)c1cccc(Nc2cc(C)nc3ccccc23)c1, CCO, NN, Cc1ccccc1C. The product is Cc1cc(Nc2cccc(C(=O)NNC(=O)CN3CCc4ccccc4C3)c2)c2ccccc2n1. Reaction SMILES: [CH2:16]([CH:17]([N:18]1[CH2:19][CH2:20][c:21]2[c:22]([cH:23][cH:24][cH:25][cH:26]2)[CH2:27]1)[C:28]([O-:29])=[O:30])[CH3:31].[CH2:1]1[N:2]([CH2:11][C:12](=[O:13])[NH:14][NH2:15])[CH2:3][CH2:4][c:5]2[cH:6][cH:7][cH:8][cH:9][c:10]21.[CH3:34][Al:35]([CH3:36])[CH3:37].[CH3:38][c:39]1[n:40][c:41]2[cH:42][cH:43][cH:44][cH:45][c:46]2[c:47]([NH:49][c:50]2[cH:51][c:52]([C:53](=[O:54])[O:55][CH3:56])[cH:57][cH:58][cH:59]2)[cH:48]1.[CH3:60][CH2:61][OH:62].[NH2:32][NH2:33].[c:63]1([CH3:64])[c:65]([CH3:66])[cH:67][cH:68][cH:69][cH:70]1>>[CH2:1]1[N:2]([CH2:11][C:12](=[O:13])[NH:14][NH:15][C:53]([c:52]2[cH:51][c:50]([NH:49][c:47]3[c:46]4[c:41]([n:40][c:39]([CH3:38])[cH:48]3)[cH:42][cH:43][cH:44][cH:45]4)[cH:59][cH:58][cH:57]2)=[O:54])[CH2:3][CH2:4][c:5]2[cH:6][cH:7][cH:8][cH:9][c:10]21.